The task is: describe an organic reaction: reactants, conditions, products, and yield. This data is from the Open Reaction Database (ORD), a public repository of structured organic reaction records. Starting materials: C(#N)C1=NC=C(C(=C1)C)[N+](=O)[O-] (2-cyano-4-methyl-5-nitropyridine), [Cl-].[NH4+] (ammonium chloride), C(C)(=O)OCC (ethyl acetate). The reagents and catalysts are [Zn] (zinc). Run in O (water). Run at time 1 hour. Yields the product NC=1C(=CC(=NC1)C#N)C (5-Amino-2-cyano-4-methylpyridine). Isolated yield 46.1%. RXN SMILES: [C:1]([C:3]1[CH:8]=[C:7]([CH3:9])[C:6]([N+:10]([O-])=O)=[CH:5][N:4]=1)#[N:2].[Cl-].[NH4+].C(OCC)(=O)C>O.[Zn]>[NH2:10][C:6]1[C:7]([CH3:9])=[CH:8][C:3]([C:1]#[N:2])=[N:4][CH:5]=1 |f:1.2|. Procedure details: To a suspension of 2-cyano-4-methyl-5-nitropyridine (1.86 g) and ammonium chloride (3.05 g) in water (50 mL) was added zinc (7.46 g) under ice-cooling over 10 minutes, and the mixture was stirred at the same temperature for 1 hour. To the reaction mixture was added ethyl acetate (50 mL), and the resulting mixture was stirred at room temperature for 30 minutes. The insoluble material was removed by filtration, and the organic layer of the filtrate was separated. The organic layer was washed with ...